This data is from the Open Reaction Database (ORD), a public repository of structured organic reaction records. The task is: describe an organic reaction: reactants, conditions, products, and yield Starting materials: CON(C(C1=CC=C(C=C1)CCC1=NC2=CC=CC=C2C=C1)=O)C (N-Methoxy-N-methyl-4-(2-quinolin-2-yl-ethyl)-benzamide), ClC=1C=C(C(=O)O)C=CC1OCC1=NC2=CC=CC=C2C=C1 (3-Chloro4-(quinolin-2-ylmethoxy)-benzoic acid). Product: ClC=1C=C(C(=O)N(C)OC)C=CC1OCC1=NC2=CC=CC=C2C=C1 (3-Chloro-N-methoxy-N-methyl4-(quinolin-2-ylmethoxy)-benzamide). As a reaction SMILES: [CH3:1][O:2][N:3](C)[C:4](=O)C1C=CC(CCC2C=CC3C(=CC=CC=3)N=2)=CC=1.[Cl:25][C:26]1[CH:27]=[C:28]([CH:32]=[CH:33][C:34]=1[O:35][CH2:36][C:37]1[CH:46]=[CH:45][C:44]2[C:39](=[CH:40][CH:41]=[CH:42][CH:43]=2)[N:38]=1)[C:29]([OH:31])=O>>[Cl:25][C:26]1[CH:27]=[C:28]([CH:32]=[CH:33][C:34]=1[O:35][CH2:36][C:37]1[CH:46]=[CH:45][C:44]2[C:39](=[CH:40][CH:41]=[CH:42][CH:43]=2)[N:38]=1)[C:29]([N:3]([O:2][CH3:1])[CH3:4])=[O:31]. Procedure details: Following the procedure for the preparation of N-Methoxy-N-methyl-4-(2-quinolin-2-yl-ethyl)-benzamide but substituting 3-Chloro4-(quinolin-2-ylmethoxy)-benzoic acid provided the title compound. (M+H m/z=356.9). Starting materials: CC(C)(C)OC(=O)N[C@@H]1[C@@H](CN(CC1)C(=O)OCC1=CC=CC=C1)O (Phenylmethyl (3R,4S)-4-({[(1,1-dimethylethyl)oxy]carbonyl}amino)-3-hydroxy-1-piperidinecarboxylate), [OH-].[Na+] (sodium hydroxide), S(=O)(=O)(OC)OC (dimethyl sulphate), Example 5 ( b ), C(C1=CC=CC=C1)OC(=O)N1C[C@H]([C@H](CC1)NC(=O)OC(C)(C)C)O (cis-4-tertbutoxycarbonylamino-3-hydroxy-piperidine-1-carboxylic acid benzyl ester), O (Water). Solvent: C1CCOC1 (THF). The reagents and catalysts are [Cl-].C(C1=CC=CC=C1)[N+](CC)(CC)CC (benzyltriethylammonium chloride). Product: CC(C)(C)OC(=O)N[C@@H]1[C@@H](CN(CC1)C(=O)OCC1=CC=CC=C1)OC (Phenylmethyl (3R,4S)-4-({[(1,1-dimethylethyl)oxy]carbonyl}amino)-3-(methyloxy)-1-piperidinecarboxylate). Procedure: Phenylmethyl (3R,4S)-4-({[(1,1-dimethylethyl)oxy]carbonyl}amino)-3-hydroxy-1-piperidinecarboxylate (for a synthesis, see WO2004058144, Example 5 (b) cis-4-tertbutoxycarbonylamino-3-hydroxy-piperidine-1-carboxylic acid benzyl ester, Enantiomer 1) (2.2 g, 6.28 mmol) in THF (12 ml) was treated with 50% sodium hydroxide solution (12 ml), benzyltriethylammonium chloride (0.04 g) and dimethyl sulphate (1.31 g, 10.43 mmol) and stirred at RT for 60 hours. Water (100 ml) was added and the product was ext... Run at time 60 hour. RXN SMILES: [CH3:1][C:2]([O:5][C:6]([NH:8][C@H:9]1[CH2:14][CH2:13][N:12]([C:15]([O:17][CH2:18][C:19]2[CH:24]=[CH:23][CH:22]=[CH:21][CH:20]=2)=[O:16])[CH2:11][C@H:10]1[OH:25])=[O:7])([CH3:4])[CH3:3].[OH-].[Na+].S(OC)(O[CH3:32])(=O)=O.O>C1COCC1.[Cl-].C([N+](CC)(CC)CC)C1C=CC=CC=1>[CH3:4][C:2]([O:5][C:6]([NH:8][C@H:9]1[CH2:14][CH2:13][N:12]([C:15]([O:17][CH2:18][C:19]2[CH:24]=[CH:23][CH:22]=[CH:21][CH:20]=2)=[O:16])[CH2:11][C@H:10]1[O:25][CH3:32])=[O:7])([CH3:1])[CH3:3] |f:1.2,6.7|. Reactants: CC(C)(C)OC(=O)NC(Cc1cn(C(c2ccccc2)(c2ccccc2)c2ccccc2)cn1)C(=O)OCc1ccccc1, C1CCOC1, CO, [K+], [OH-], O. Product: CC(C)(C)OC(=O)NC(Cc1cn(C(c2ccccc2)(c2ccccc2)c2ccccc2)cn1)C(=O)O. RXN SMILES: [CH2:1]([c:2]1[cH:3][cH:4][cH:5][cH:6][cH:7]1)[O:8][C:9]([CH:10]([CH2:11][c:12]1[n:13][cH:14][n:15]([C:17]([c:18]2[cH:19][cH:20][cH:21][cH:22][cH:23]2)([c:24]2[cH:25][cH:26][cH:27][cH:28][cH:29]2)[c:30]2[cH:31][cH:32][cH:33][cH:34][cH:35]2)[cH:16]1)[NH:36][C:37](=[O:38])[O:39][C:40]([CH3:41])([CH3:42])[CH3:43])=[O:44].[CH2:47]1[O:48][CH2:49][CH2:50][CH2:51]1.[CH3:52][OH:53].[K+:46].[OH-:45].[OH2:54]>>[O:8]=[C:9]([CH:10]([CH2:11][c:12]1[n:13][cH:14][n:15]([C:17]([c:18]2[cH:19][cH:20][cH:21][cH:22][cH:23]2)([c:24]2[cH:25][cH:26][cH:27][cH:28][cH:29]2)[c:30]2[cH:31][cH:32][cH:33][cH:34][cH:35]2)[cH:16]1)[NH:36][C:37](=[O:38])[O:39][C:40]([CH3:41])([CH3:42])[CH3:43])[OH:44]. Starting materials: COc1c(-c2nc(C(=O)O)c(C)s2)cccc1[N+](=O)[O-], CO. Product: COc1c(N)cccc1-c1nc(C(=O)O)c(C)s1. RXN SMILES: [CH3:1][O:2][c:3]1[c:4](-[c:12]2[s:13][c:14]([CH3:20])[c:15]([C:17](=[O:18])[OH:19])[n:16]2)[cH:5][cH:6][cH:7][c:8]1[N+:9]([O-:10])=[O:11].[CH3:21][OH:22]>>[CH3:1][O:2][c:3]1[c:4](-[c:12]2[s:13][c:14]([CH3:20])[c:15]([C:17](=[O:18])[OH:19])[n:16]2)[cH:5][cH:6][cH:7][c:8]1[NH2:9]. As a reaction SMILES: [C:17]([c:18]1[c:19]([OH:20])[cH:21][cH:22][cH:23][cH:24]1)(=[O:25])[O:26][CH3:27].[C:1]([O:2][c:3]1[cH:4][cH:5][c:6]([N+:9](=[O:10])[O-:11])[cH:7][cH:8]1)(=[O:12])[Cl:13].[CH3:34][CH2:35][O:36][C:37](=[O:38])[CH3:39].[Cl:14][CH2:15][Cl:16].[cH:28]1[cH:29][cH:30][n:31][cH:32][cH:33]1>>[C:1]([O:2][c:3]1[cH:4][cH:5][c:6]([N+:9](=[O:10])[O-:11])[cH:7][cH:8]1)(=[O:12])[O:20][c:19]1[c:18]([C:17](=[O:25])[O:26][CH3:27])[cH:24][cH:23][cH:22][cH:21]1. The reactants are COC(=O)c1ccccc1O, O=C(Cl)Oc1ccc([N+](=O)[O-])cc1, CCOC(C)=O, ClCCl, c1ccncc1. The product is COC(=O)c1ccccc1OC(=O)Oc1ccc([N+](=O)[O-])cc1. Starting materials: FC(C=1C=C(CNC=2N=NN(N2)C)C=C(C1)C(F)(F)F)(F)F (N-(3,5-bis(trifluoromethyl)benzyl)-2-methyl-2H-tetrazol-5-amine), CC(C)([O-])C.[K+] (potassium t-butoxide), BrCC1=C(C=CC(=C1)C(F)(F)F)C1(CCCCC1)OC (2-(bromomethyl)-1-(1-methoxycyclohexyl)-4-(trifluoromethyl)benzene). The solvent is O1CCCC1 (tetrahydrofuran), O1CCCC1 (tetrahydrofuran). Reaction conditions: time 3 hour. Product: COC1(CCCCC1)C1=C(CN(C=2N=NN(N2)C)CC2=CC(=CC(=C2)C(F)(F)F)C(F)(F)F)C=C(C=C1)C(F)(F)F (N-(2-(1-methoxycyclohexyl)-5-(trifluoromethyl)benzyl)-N-(3,5-bis(trifluoromethyl)benzyl)-2-methyl-2H-tetrazol-5-amine). The yield is 59.1%. As a reaction SMILES: [F:1][C:2]([F:22])([F:21])[C:3]1[CH:4]=[C:5]([CH:14]=[C:15]([C:17]([F:20])([F:19])[F:18])[CH:16]=1)[CH2:6][NH:7][C:8]1[N:9]=[N:10][N:11]([CH3:13])[N:12]=1.CC(C)([O-])C.[K+].Br[CH2:30][C:31]1[CH:36]=[C:35]([C:37]([F:40])([F:39])[F:38])[CH:34]=[CH:33][C:32]=1[C:41]1([O:47][CH3:48])[CH2:46][CH2:45][CH2:44][CH2:43][CH2:42]1>O1CCCC1>[CH3:48][O:47][C:41]1([C:32]2[CH:33]=[CH:34][C:35]([C:37]([F:38])([F:40])[F:39])=[CH:36][C:31]=2[CH2:30][N:7]([CH2:6][C:5]2[CH:4]=[C:3]([C:2]([F:1])([F:21])[F:22])[CH:16]=[C:15]([C:17]([F:19])([F:20])[F:18])[CH:14]=2)[C:8]2[N:9]=[N:10][N:11]([CH3:13])[N:12]=2)[CH2:42][CH2:43][CH2:44][CH2:45][CH2:46]1 |f:1.2|. Procedure details: To a solution of N-(3,5-bis(trifluoromethyl)benzyl)-2-methyl-2H-tetrazol-5-amine (26 mg; 0.079 mmol) in tetrahydrofuran (0.3 mL) was added potassium t-butoxide (80 uL; 0.08 mmol; 1.0M in tetrahydrofuran). A solution of 2-(bromomethyl)-1-(1-methoxycyclohexyl)-4-(trifluoromethyl)benzene (25 mg; 0.071 mmol) in tetrahydrofuran (0.2 mL) was added. The reaction was stirred at room temperature for 3 hours. The reaction was quenched with 2 drops of water. The mixture was diluted with ethyl acetate and f... Starting materials: COc1cccc(C(=O)Cl)c1, CCCCCN1C(=O)C(C)(C)c2cc3[nH]c(CCN)nc3cc21. The product is CCCCCN1C(=O)C(C)(C)c2cc3[nH]c(CCNC(=O)c4cccc(OC)c4)nc3cc21. As a reaction SMILES: [CH3:24][O:25][c:26]1[cH:27][c:28]([C:29](=[O:30])[Cl:31])[cH:32][cH:33][cH:34]1.[NH2:1][CH2:2][CH2:3][c:4]1[n:5][c:6]2[c:7]([cH:8][c:9]3[c:13]([cH:14]2)[N:12]([CH2:15][CH2:16][CH2:17][CH2:18][CH3:19])[C:11](=[O:20])[C:10]3([CH3:21])[CH3:22])[nH:23]1>>[NH:1]([CH2:2][CH2:3][c:4]1[n:5][c:6]2[c:7]([cH:8][c:9]3[c:13]([cH:14]2)[N:12]([CH2:15][CH2:16][CH2:17][CH2:18][CH3:19])[C:11](=[O:20])[C:10]3([CH3:21])[CH3:22])[nH:23]1)[C:29]([c:28]1[cH:27][c:26]([O:25][CH3:24])[cH:34][cH:33][cH:32]1)=[O:30]. Reactants: C(C1=CC=CC=C1)NC(=O)C=1NC=C(C1)C(C(=CN(C)C)C1=CC=CC=C1)=O (4-(3-Dimethylamino-2-phenyl-acryloyl)-1H-pyrrole-2-carboxylic acid benzylamide), O.NN (hydrazine hydrate). Solvent: C(C)O (ethanol). Run at time 12 hour. Yields the product C(C1=CC=CC=C1)NC(=O)C=1NC=C(C1)C1=NNC=C1C1=CC=CC=C1 (4-(4-phenyl-1H-pyrazole-3-yl)-1H-pyrrole-2-carboxylic acid benzylamide). RXN SMILES: [CH2:1]([NH:8][C:9]([C:11]1[NH:12][CH:13]=[C:14]([C:16](=O)[C:17]([C:22]2[CH:27]=[CH:26][CH:25]=[CH:24][CH:23]=2)=[CH:18][N:19](C)C)[CH:15]=1)=[O:10])[C:2]1[CH:7]=[CH:6][CH:5]=[CH:4][CH:3]=1.O.[NH2:30]N>C(O)C>[CH2:1]([NH:8][C:9]([C:11]1[NH:12][CH:13]=[C:14]([C:16]2[C:17]([C:22]3[CH:27]=[CH:26][CH:25]=[CH:24][CH:23]=3)=[CH:18][NH:19][N:30]=2)[CH:15]=1)=[O:10])[C:2]1[CH:7]=[CH:6][CH:5]=[CH:4][CH:3]=1 |f:1.2|. Procedure: To a solution of compound 3 (1 equivalent) in ethanol, at ambient temperature, was added hydrazine hydrate (3 equivalents) and the resulting mixture heated at reflux. After 12 hours, the solvent was evaporated and the crude product purified by preparatory HPLC (reverse phase; 10→90% MeCN in water; 15 minutes) to afford the desired compound II-5. LC/MS (M+1) 343.3, (M−1) 341.2. Reactants: CC(C)(C)OC(=O)N1CC2CN(c3cncc(C(=O)O)c3)CC2C1, c1ccc2c(c1)CCNC2. Yields the product CC(C)(C)OC(=O)N1CC2CN(c3cncc(C(=O)N4CCc5ccccc5C4)c3)CC2C1. Reaction SMILES: [C:1]([CH3:2])([CH3:3])([CH3:4])[O:5][C:6](=[O:7])[N:8]1[CH2:9][CH:10]2[CH:11]([CH2:12]1)[CH2:13][N:14]([c:16]1[cH:17][n:18][cH:19][c:20]([C:21](=[O:22])[OH:23])[cH:24]1)[CH2:15]2.[CH2:25]1[NH:26][CH2:27][CH2:28][c:29]2[cH:30][cH:31][cH:32][cH:33][c:34]21>>[C:1]([CH3:2])([CH3:3])([CH3:4])[O:5][C:6](=[O:7])[N:8]1[CH2:9][CH:10]2[CH:11]([CH2:12]1)[CH2:13][N:14]([c:16]1[cH:17][n:18][cH:19][c:20]([C:21](=[O:22])[N:26]3[CH2:25][c:34]4[c:29]([cH:30][cH:31][cH:32][cH:33]4)[CH2:28][CH2:27]3)[cH:24]1)[CH2:15]2. The reactants are Cc1ccccc1, CC(C)(CCl)N=C=O, Nc1ccc2ncsc2c1. Yields the product CC(C)(CCl)NC(=O)Nc1ccc2ncsc2c1. As a reaction SMILES: [CH3:19][c:20]1[cH:21][cH:22][cH:23][cH:24][cH:25]1.[Cl:11][CH2:12][C:13]([CH3:14])([CH3:15])[N:16]=[C:17]=[O:18].[s:1]1[cH:2][n:3][c:4]2[c:5]1[cH:6][c:7]([NH2:10])[cH:8][cH:9]2>>[s:1]1[cH:2][n:3][c:4]2[c:5]1[cH:6][c:7]([NH:10][C:17]([NH:16][C:13]([CH2:12][Cl:11])([CH3:14])[CH3:15])=[O:18])[cH:8][cH:9]2.